Dataset: the Open Reaction Database (ORD), a public repository of structured organic reaction records. Task: describe an organic reaction: reactants, conditions, products, and yield Starting materials: C(OCC)(=O)Cl (ethyl chlorocarbonate), [BH4-].[Na+] (sodium borohydride), resultant mixture, COC=1C=C(C=CC(=O)O)C=C(C1OC)OC (3,4,5-Trimethoxycinnamic acid), resultant mixture, Cl (hydrochloric acid). Solvent: C(C)N(CC)CC (triethylamine), C1CCOC1 (THF). Yields the product COC=1C=C(C=C(C1OC)OC)C=CCO (3-(3,4,5-trimethoxyphenyl)-2-propen-1-ol). As a reaction SMILES: [CH3:1][O:2][C:3]1[CH:4]=[C:5]([CH:11]=[C:12]([O:16][CH3:17])[C:13]=1[O:14][CH3:15])[CH:6]=[CH:7][C:8](O)=[O:9].C(Cl)(=O)OCC.[BH4-].[Na+].Cl>C1COCC1.C(N(CC)CC)C>[CH3:17][O:16][C:12]1[CH:11]=[C:5]([CH:6]=[CH:7][CH2:8][OH:9])[CH:4]=[C:3]([O:2][CH3:1])[C:13]=1[O:14][CH3:15] |f:2.3|. Reported procedure: 3,4,5-Trimethoxycinnamic acid (1.5 g) was dissolved in THF (100 mL), triethylamine (0.64 mL) was added to the solution under ice cooling, and ethyl chlorocarbonate (0.44 mL) was then added dropwise thereto. After stirring the resultant mixture at room temperature for 1 hour, sodium borohydride (477 mg) was added to the mixture under ice cooling. After stirring the resultant mixture at room temperature for 1 hour, diluted hydrochloric acid was added to the reaction mixture to conduct extraction w... Reactants: O (water), CC(C(=O)O)(C)N1COC(=C(C1=O)C1=CC=CC=C1)C (2-methyl-2-(6-methyl-5-phenyl-2,3-dihydro-4-oxo-4H-1,3-oxazin-3-yl)-propionic acid), C([O-])([O-])=O.[K+].[K+] (potassium carbonate), C(C)I (ethyl iodide). Solvent: CN(C=O)C (dimethylformamide). Conditions: temperature 60 celsius, time 5 hour. The product is CC(C(=O)OCC)(C)N1COC(=C(C1=O)C1=CC=CC=C1)C (Ethyl 2-methyl-2-(6-methyl-5-phenyl-2,3-dihydro-4-oxo-4H-1,3-oxazin-3-yl)-propionate). Isolated yield 95.1%. Reaction SMILES: [CH3:1][C:2]([N:7]1[C:12](=[O:13])[C:11]([C:14]2[CH:19]=[CH:18][CH:17]=[CH:16][CH:15]=2)=[C:10]([CH3:20])[O:9][CH2:8]1)([CH3:6])[C:3]([OH:5])=[O:4].C(=O)([O-])[O-].[K+].[K+].[CH2:27](I)[CH3:28].O>CN(C)C=O>[CH3:6][C:2]([N:7]1[C:12](=[O:13])[C:11]([C:14]2[CH:19]=[CH:18][CH:17]=[CH:16][CH:15]=2)=[C:10]([CH3:20])[O:9][CH2:8]1)([CH3:1])[C:3]([O:5][CH2:27][CH3:28])=[O:4] |f:1.2.3|. Procedure: To a mixture of 2-methyl-2-(6-methyl-5-phenyl-2,3-dihydro-4-oxo-4H-1,3-oxazin-3-yl)-propionic acid (0.83 g) and potassium carbonate (0.45 g) in 4 ml of dimethylformamide (DMF) was added ethyl iodide (0.56 g), and the mixture was stirred at 60° C. for 5 h. The reaction mixture was poured into water and extracted with ethyl acetate. The organic layer was washed with brine, dried over magnesium sulfate and evaporated. The residue was purified by chromatography on a silica gel column to get the capt... Reactants: CC1(OCC2=C(O1)C=CC(=C2)[C@@H]2CN(C(O2)=O)CCC2=CC=C(C=C2)OCCO)C ((5R)-5-(2,2-dimethyl-4H-1,3-benzodioxin-6-yl)-3-{2-[4-(2-hydroxyethoxy)phenyl]ethyl}-1,3-oxazolidin-2-one), C(C)(C)N(CC)C(C)C (diisopropylethylamine), C(=O)(O)[O-].[Na+] (NaHCO3), CS(=O)(=O)Cl (methanesulphonyl chloride). Solvent: C(Cl)Cl (DCM). Conditions: temperature 0 celsius, time 1 hour. Product: CS(=O)(=O)OCCOC1=CC=C(C=C1)CCN1C(O[C@@H](C1)C1=CC2=C(OC(OC2)(C)C)C=C1)=O (2-(4-{2-[(5R)-5-(2,2-Dimethyl-4H-1,3-benzodioxin-6-yl)-2-oxo-1,3-oxazolidin-3-yl]ethyl}phenoxy)ethyl methanesulfonate). As a reaction SMILES: [CH3:1][C:2]1([CH3:30])[O:7][C:6]2[CH:8]=[CH:9][C:10]([C@H:12]3[O:16][C:15](=[O:17])[N:14]([CH2:18][CH2:19][C:20]4[CH:25]=[CH:24][C:23]([O:26][CH2:27][CH2:28][OH:29])=[CH:22][CH:21]=4)[CH2:13]3)=[CH:11][C:5]=2[CH2:4][O:3]1.C(N(C(C)C)CC)(C)C.[CH3:40][S:41](Cl)(=[O:43])=[O:42].C([O-])(O)=O.[Na+]>C(Cl)Cl>[CH3:40][S:41]([O:29][CH2:28][CH2:27][O:26][C:23]1[CH:22]=[CH:21][C:20]([CH2:19][CH2:18][N:14]2[CH2:13][C@@H:12]([C:10]3[CH:9]=[CH:8][C:6]4[O:7][C:2]([CH3:30])([CH3:1])[O:3][CH2:4][C:5]=4[CH:11]=3)[O:16][C:15]2=[O:17])=[CH:25][CH:24]=1)(=[O:43])=[O:42] |f:3.4|. Reported procedure: A solution of (5R)-5-(2,2-dimethyl-4H-1,3-benzodioxin-6-yl)-3-{2-[4-(2-hydroxyethoxy)phenyl]ethyl}-1,3-oxazolidin-2-one (450 mg) in DCM (20 ml) at 0° C. under nitrogen was treated with diisopropylethylamine (0.23 ml) followed by methanesulphonyl chloride (0.09 ml) and the mixture was stirred at 0° C. for 1 h. Saturated NaHCO3 solution was added and the mixture was vigorously stirred for 5 min. The layers were separated and the organic phase washed with saturated NaHCO3 solution, dried (Na2SO4) a... Reactants: O=C1COc2ccc(Br)nc2N1, O=C([O-])[O-], C1COCCO1, ClC(Cl)Cl, [K+], [K+], O, OB(O)C=Cc1ccccc1. Product: O=C1COc2ccc(C=Cc3ccccc3)nc2N1. Reaction SMILES: [Br:1][c:2]1[cH:3][cH:4][c:5]2[c:10]([n:11]1)[NH:9][C:8](=[O:12])[CH2:7][O:6]2.[C:24](=[O:25])([O-:26])[O-:27].[CH2:30]1[O:31][CH2:32][CH2:33][O:34][CH2:35]1.[Cl:37][CH:38]([Cl:39])[Cl:40].[K+:28].[K+:29].[OH2:36].[c:13]1([CH:19]=[CH:20][B:21]([OH:22])[OH:23])[cH:14][cH:15][cH:16][cH:17][cH:18]1>>[c:2]1([CH:20]=[CH:19][c:13]2[cH:14][cH:15][cH:16][cH:17][cH:18]2)[cH:3][cH:4][c:5]2[c:10]([n:11]1)[NH:9][C:8](=[O:12])[CH2:7][O:6]2. The reactants are COc1ccc(Br)cc1, C1CCOC1, CC(C)(C)[O-], CCOC(C)=O, Cn1c(=O)[nH]c2cccc(N)c21, [Na+], c1ccc(-c2ccccc2P(C2CCCCC2)C2CCCCC2)cc1. Product: COc1ccc(Nc2cccc3[nH]c(=O)n(C)c23)cc1. As a reaction SMILES: [Br:44][c:45]1[cH:46][cH:47][c:48]([O:51][CH3:52])[cH:49][cH:50]1.[CH2:53]1[O:54][CH2:55][CH2:56][CH2:57]1.[CH3:38][C:39]([CH3:40])([O-:41])[CH3:42].[CH3:58][CH2:59][O:60][C:61](=[O:62])[CH3:63].[NH2:1][c:2]1[cH:3][cH:4][cH:5][c:6]2[c:7]1[n:8]([CH3:12])[c:9](=[O:11])[nH:10]2.[Na+:43].[c:13]1(-[c:14]2[cH:15][cH:16][cH:17][cH:18][cH:19]2)[cH:20][cH:21][cH:22][cH:23][c:24]1[P:25]([CH:26]1[CH2:27][CH2:28][CH2:29][CH2:30][CH2:31]1)[CH:32]1[CH2:33][CH2:34][CH2:35][CH2:36][CH2:37]1>>[NH:1]([c:2]1[cH:3][cH:4][cH:5][c:6]2[c:7]1[n:8]([CH3:12])[c:9](=[O:11])[nH:10]2)[c:45]1[cH:46][cH:47][c:48]([O:51][CH3:52])[cH:49][cH:50]1.